This data is from the Open Reaction Database (ORD), a public repository of structured organic reaction records. The task is: describe an organic reaction: reactants, conditions, products, and yield The reactants are CI (methyl iodide), COC=1C=C2CCN=CC2=C(C1OC)OC (6,7,8-trimethoxy-3,4-dihydro-isoquinoline), CI (methyl iodide). Solvent: CC(=O)C (acetone). Yields the product [I-].C[N+]1=CC2=C(C(=C(C=C2CC1)OC)OC)OC (2-methyl-6,7,8-trimethoxy-3,4-dihydro-isoquinolinium iodide). As a reaction SMILES: [CH3:1][O:2][C:3]1[CH:4]=[C:5]2[C:10](=[C:11]([O:15][CH3:16])[C:12]=1[O:13][CH3:14])[CH:9]=[N:8][CH2:7][CH2:6]2.[CH3:17][I:18]>CC(C)=O>[I-:18].[CH3:17][N+:8]1[CH2:7][CH2:6][C:5]2[C:10](=[C:11]([O:15][CH3:16])[C:12]([O:13][CH3:14])=[C:3]([O:2][CH3:1])[CH:4]=2)[CH:9]=1 |f:3.4|. Reported procedure: 1.9 kg of 6,7,8-trimethoxy-3,4-dihydro-isoquinoline and 7 liters of acetone are added to a reactor, followed by 2.1 kg of methyl iodide, the temperature being kept below 50°. The reaction mixture is then heated under reflux for 30 minutes, a further 200 g of methyl iodide is added, and the mixture is refluxed for about a further hour. Reactants: CCCC[Sn](C#N)(CCCC)CCCC, ClCCCl, O=S(=O)(Oc1cccc(C2CCCN(CC3COc4ccccc4O3)C2)c1)C(F)(F)F, c1ccc(P(c2ccccc2)(c2ccccc2)[Pd](P(c2ccccc2)(c2ccccc2)c2ccccc2)(P(c2ccccc2)(c2ccccc2)c2ccccc2)P(c2ccccc2)(c2ccccc2)c2ccccc2)cc1. Product: N#Cc1cccc(C2CCCN(CC3COc4ccccc4O3)C2)c1. As a reaction SMILES: [CH2:32]([Sn:33]([CH2:34][CH2:35][CH2:36][CH3:37])([CH2:38][CH2:39][CH2:40][CH3:41])[C:45]#[N:46])[CH2:42][CH2:43][CH3:44].[Cl:47][CH2:48][CH2:49][Cl:50].[O:1]1[CH:2]([CH2:11][N:12]2[CH2:13][CH:14]([c:18]3[cH:19][c:20]([O:24][S:25]([C:26]([F:27])([F:28])[F:29])(=[O:30])=[O:31])[cH:21][cH:22][cH:23]3)[CH2:15][CH2:16][CH2:17]2)[CH2:3][O:4][c:5]2[c:6]1[cH:7][cH:8][cH:9][cH:10]2.[cH:51]1[cH:52][cH:53][c:54]([P:55]([Pd:56]([P:57]([c:58]2[cH:59][cH:60][cH:61][cH:62][cH:63]2)([c:64]2[cH:65][cH:66][cH:67][cH:68][cH:69]2)[c:70]2[cH:71][cH:72][cH:73][cH:74][cH:75]2)([P:76]([c:77]2[cH:78][cH:79][cH:80][cH:81][cH:82]2)([c:83]2[cH:84][cH:85][cH:86][cH:87][cH:88]2)[c:89]2[cH:90][cH:91][cH:92][cH:93][cH:94]2)[P:95]([c:96]2[cH:97][cH:98][cH:99][cH:100][cH:101]2)([c:102]2[cH:103][cH:104][cH:105][cH:106][cH:107]2)[c:108]2[cH:109][cH:110][cH:111][cH:112][cH:113]2)([c:114]2[cH:115][cH:116][cH:117][cH:118][cH:119]2)[c:120]2[cH:121][cH:122][cH:123][cH:124][cH:125]2)[cH:126][cH:127]1>>[O:1]1[CH:2]([CH2:11][N:12]2[CH2:13][CH:14]([c:18]3[cH:19][c:20]([C:45]#[N:46])[cH:21][cH:22][cH:23]3)[CH2:15][CH2:16][CH2:17]2)[CH2:3][O:4][c:5]2[c:6]1[cH:7][cH:8][cH:9][cH:10]2. Starting materials: COC1=CC(=CC(=C1)C(F)(F)F)[N+](=O)[O-] (1-Methoxy-3-nitro-5-trifluoromethyl-benzene), Cl.N1=CC=CC=C1 (pyridine-HCl). Conditions: temperature 210 celsius. Yields the product [N+](=O)([O-])C=1C=C(C=C(C1)C(F)(F)F)O (3-nitro-5-trifluoromethyl-phenol). Reaction SMILES: C[O:2][C:3]1[CH:8]=[C:7]([C:9]([F:12])([F:11])[F:10])[CH:6]=[C:5]([N+:13]([O-:15])=[O:14])[CH:4]=1.Cl.N1C=CC=CC=1>>[N+:13]([C:5]1[CH:4]=[C:3]([OH:2])[CH:8]=[C:7]([C:9]([F:10])([F:11])[F:12])[CH:6]=1)([O-:15])=[O:14] |f:1.2|. Reported procedure: 1-Methoxy-3-nitro-5-trifluoromethyl-benzene (10 g, Aldrich) and pyridine-HCl (41.8 g, Aldrich) were mixed together and heated neat at 210° C. in an open flask. After 2.5 h the mixture was cooled to RT and partitioned between 1N HCl and EtOAc. The EtOAc fraction was washed with 1N HCl (4×), brine (1×), dried with Na2SO4, filtered and concentrated in vacuo to form 3-nitro-5-trifluoromethyl-phenol as an off-white solid. Reactants: Cl (hydrochloric acid), FC1=CC=C(C=C1)C1=C(C=NN1)C=O (5-(4-fluorophenyl)-1H-pyrazole-4-carbaldehyde), C(CC(=O)O)(=O)O (malonic acid), N1CCCCC1 (piperidine). Solvent: O (Water), COCCOCCOC (bis(2-methoxyethyl) ether). Reaction conditions: temperature 110 celsius, time 6 hour. Product: FC1=CC=C(C=C1)C1=C(C=NN1)/C=C/C(=O)O ((2E)-3-[5-(4-fluorophenyl)-1H-pyrazol-4-yl]acrylic acid). The yield is 9.8%. RXN SMILES: [F:1][C:2]1[CH:7]=[CH:6][C:5]([C:8]2[NH:12][N:11]=[CH:10][C:9]=2[CH:13]=O)=[CH:4][CH:3]=1.C(O)(=O)[CH2:16][C:17]([OH:19])=[O:18].N1CCCCC1.Cl>O.COCCOCCOC>[F:1][C:2]1[CH:3]=[CH:4][C:5]([C:8]2[NH:12][N:11]=[CH:10][C:9]=2/[CH:13]=[CH:16]/[C:17]([OH:19])=[O:18])=[CH:6][CH:7]=1. Reported procedure: A mixture of 5-(4-fluorophenyl)-1H-pyrazole-4-carbaldehyde (1.0 g), malonic acid (0.67 g), piperidine (0.54 g) and bis(2-methoxyethyl) ether (10 mL) was stirred at 110° C. for 6 hrs. Water and 1N hydrochloric acid were added to acidify the reaction mixture, and the mixture was extracted with ethyl acetate. The organic layer was washed with saturated brine, dried over anhydrous magnesium sulfate and concentrated. The obtained residue was subjected to silica gel column chromatography to give (2E)-...